From a dataset of the Open Reaction Database (ORD), a public repository of structured organic reaction records. describe an organic reaction: reactants, conditions, products, and yield Starting materials: C(CC)N(C1=CC=CC=2N1C=CN2)CCC (N,N-Dipropylimidazo[1,2-a]pyridin-5-amine), BrNC(CCC(=O)N)=O (N-bromosuccinamide). The solvent is CN(C)C=O (DMF). Conditions: temperature 0 celsius, time 5 minute. Product: EtOAc hexanes, BrC=1N=C2N(C(=CC=C2)N(CCC)CCC)C1 (2-Bromo-N,N-dipropylimidazo[1,2-a]pyridin-5-amine). Isolated yield 49.0%. As a reaction SMILES: [CH2:1]([N:4]([CH2:14][CH2:15][CH3:16])[C:5]1[N:10]2[CH:11]=[CH:12][N:13]=[C:9]2[CH:8]=[CH:7][CH:6]=1)[CH2:2][CH3:3].[Br:17]NC(=O)CCC(N)=O>CN(C=O)C>[Br:17][C:12]1[N:13]=[C:9]2[CH:8]=[CH:7][CH:6]=[C:5]([N:4]([CH2:1][CH2:2][CH3:3])[CH2:14][CH2:15][CH3:16])[N:10]2[CH:11]=1. Procedure: N,N-Dipropylimidazo[1,2-a]pyridin-5-amine (1.0 g, 4.6 mmol) was diluted in DMF (25 mL). The solution was cooled to 0° C. N-bromosuccinamide (0.83 g, 4.7 mmol) was added. After 5 minutes, the reaction was quenched with water. The solution was extracted with ether, dried, and concentrated. Flash chromatography (40% EtOAc/hexanes) gave the title compound as a yellow oil which solidified upon overnight freezing at −20° C. 0.67 g obtained (49% yield). Starting materials: CCCc1c(OCc2cccn3c(=O)c(CC(=O)OCC)cnc23)ccc(C(C)=O)c1O, CCO, Cl, [Na+], [OH-], O. Product: CCCc1c(OCc2cccn3c(=O)c(CC(=O)O)cnc23)ccc(C(C)=O)c1O. Reaction SMILES: [CH2:1]([CH3:2])[O:3][C:4]([CH2:5][c:6]1[cH:7][n:8][c:9]2[n:10]([c:11]1=[O:12])[cH:13][cH:14][cH:15][c:16]2[CH2:17][O:18][c:19]1[c:20]([CH2:29][CH2:30][CH3:31])[c:21]([OH:28])[c:22]([C:25]([CH3:26])=[O:27])[cH:23][cH:24]1)=[O:32].[CH3:36][CH2:37][OH:38].[ClH:35].[Na+:34].[OH-:33].[OH2:39]>>[O:3]=[C:4]([CH2:5][c:6]1[cH:7][n:8][c:9]2[n:10]([c:11]1=[O:12])[cH:13][cH:14][cH:15][c:16]2[CH2:17][O:18][c:19]1[c:20]([CH2:29][CH2:30][CH3:31])[c:21]([OH:28])[c:22]([C:25]([CH3:26])=[O:27])[cH:23][cH:24]1)[OH:32]. Reactants: ClC=1C(=NC(=NC1)NC1=NNC(=C1)C1CC1)NC1CC2C(CN(C2)C(=O)OC(C)(C)C)C1 (tert-butyl 5-((5-chloro-2-((5-cyclopropyl-1H-pyrazol-3-yl)amino)pyrimidin-4-yl)amino)hexahydrocyclopenta[c]pyrrole-2(1H)-carboxylate), Cl (HCl), CCOC(=O)C (EtOAc). The solvent is C(Cl)Cl (DCM). Run at time 1 hour. Product: ClC=1C(=NC(=NC1)NC1=NNC(=C1)C1CC1)NC1CC2C(CNC2)C1 (5-chloro-N2-(5-cyclopropyl-1H-pyrazol-3-yl)-N4-(octahydrocyclopenta[c]pyrrol-5-yl)pyrimidine-2,4-diamine). The yield is 70.6%. As a reaction SMILES: [Cl:1][C:2]1[C:3]([NH:17][CH:18]2[CH2:32][CH:21]3[CH2:22][N:23](C(OC(C)(C)C)=O)[CH2:24][CH:20]3[CH2:19]2)=[N:4][C:5]([NH:8][C:9]2[CH:13]=[C:12]([CH:14]3[CH2:16][CH2:15]3)[NH:11][N:10]=2)=[N:6][CH:7]=1.Cl.CCOC(C)=O>C(Cl)Cl>[Cl:1][C:2]1[C:3]([NH:17][CH:18]2[CH2:32][CH:21]3[CH2:22][NH:23][CH2:24][CH:20]3[CH2:19]2)=[N:4][C:5]([NH:8][C:9]2[CH:13]=[C:12]([CH:14]3[CH2:15][CH2:16]3)[NH:11][N:10]=2)=[N:6][CH:7]=1. Reported procedure: To a solution of tert-butyl 5-((5-chloro-2-((5-cyclopropyl-1H-pyrazol-3-yl)amino)pyrimidin-4-yl)amino)hexahydrocyclopenta[c]pyrrole-2(1H)-carboxylate (560.3 mg, 1.22 mmol) in DCM (15 mL) was added a solution of HCl in EtOAc (15 mL, 60 mmol). The reaction mixture was stirred at rt for 1 h and concentrated in vacuo. The residue was dissolved in water (30 mL) and adjusted to pH=10 with a saturated Na2CO3 aqueous solution, then extracted with DCM (100 mL×3). The combined organic phases were washed w... The reactants are CO, CC(=O)O, O=C(Nc1nc2c(C(=O)Nc3ncc[nH]3)cccc2[nH]1)c1cncc(C#Cc2ccccc2)c1. The product is O=C(Nc1nc2c(C(=O)Nc3ncc[nH]3)cccc2[nH]1)c1cncc(CCc2ccccc2)c1. Reaction SMILES: [CH3:35][OH:36].[CH3:37][C:38](=[O:39])[OH:40].[nH:1]1[c:2]([NH:6][C:7](=[O:8])[c:9]2[cH:10][cH:11][cH:12][c:13]3[nH:14][c:15]([NH:18][C:19](=[O:20])[c:21]4[cH:22][n:23][cH:24][c:25]([C:27]#[C:28][c:29]5[cH:30][cH:31][cH:32][cH:33][cH:34]5)[cH:26]4)[n:16][c:17]23)[n:3][cH:4][cH:5]1>>[n:1]1[c:2]([NH:6][C:7](=[O:8])[c:9]2[cH:10][cH:11][cH:12][c:13]3[nH:14][c:15]([NH:18][C:19](=[O:20])[c:21]4[cH:22][n:23][cH:24][c:25]([CH2:27][CH2:28][c:29]5[cH:30][cH:31][cH:32][cH:33][cH:34]5)[cH:26]4)[n:16][c:17]23)[nH:3][cH:4][cH:5]1. Reactants: C(CCCCCCCCCCCCCCC)(=O)O (hexadecanoic acid), CC=1N=C(SC1CCO[N+](=O)[O-])N (4-methyl-5-(2-nitrooxy-ethyl)-thiazol-2-ylamine). Yields the product CC=1N=C(SC1CCO[N+](=O)[O-])NC(CCCCCCCCCCCCCCC)=O (hexadecanoic acid [4-methyl-5-(2-nitrooxy-ethyl)-thiazol-2-yl]-amide). Isolated yield 62.0%. RXN SMILES: [C:1]([OH:18])(=O)[CH2:2][CH2:3][CH2:4][CH2:5][CH2:6][CH2:7][CH2:8][CH2:9][CH2:10][CH2:11][CH2:12][CH2:13][CH2:14][CH2:15][CH3:16].[CH3:19][C:20]1[N:21]=[C:22]([NH2:31])[S:23][C:24]=1[CH2:25][CH2:26][O:27][N+:28]([O-:30])=[O:29]>>[CH3:19][C:20]1[N:21]=[C:22]([NH:31][C:1](=[O:18])[CH2:2][CH2:3][CH2:4][CH2:5][CH2:6][CH2:7][CH2:8][CH2:9][CH2:10][CH2:11][CH2:12][CH2:13][CH2:14][CH2:15][CH3:16])[S:23][C:24]=1[CH2:25][CH2:26][O:27][N+:28]([O-:30])=[O:29]. Reported procedure: Pet-158 was prepared according to the general procedure described hereinabove and the procedure described above for the preparation of Pet-154, using hexadecanoic acid (palmitic acid) and 4-methyl-5-(2-nitrooxy-ethyl)-thiazol-2-ylamine (Pet-10) as the starting materials, in an overall yield of 62%. Starting materials: N (ammonia), ClCC(C(C(=O)O)=NOCC(=O)OC)=O (4-chloro-2-(methoxycarbonylmethoxyimino)-3-oxobutyric acid), C(O)([O-])=O.[Na+] (sodium hydrogencarbonate), NC(=S)N (Thiourea), Cl (hydrochloric acid). Run in O (water). Reaction conditions: temperature 5 celsius, time 60 minute. Yields the product O.NC=1SC=C(N1)C(C(=O)O)=NOCC(=O)OC (2-(2-aminothiazole-4-yl)-2-methoxycarbonylmethoxy iminoacetic acid monohydrate). Isolated yield 193.0%. As a reaction SMILES: Cl[CH2:2][C:3](=O)[C:4](=[N:8][O:9][CH2:10][C:11]([O:13][CH3:14])=[O:12])[C:5]([OH:7])=[O:6].C(=O)([O-])O.[Na+].[NH2:21][C:22]([NH2:24])=[S:23].N.Cl>O>[OH2:6].[NH2:24][C:22]1[S:23][CH:2]=[C:3]([C:4](=[N:8][O:9][CH2:10][C:11]([O:13][CH3:14])=[O:12])[C:5]([OH:7])=[O:6])[N:21]=1 |f:1.2,7.8|. Reported procedure: 4-chloro-2-(methoxycarbonylmethoxyimino)-3-oxobutyric acid (200 g) was added to water (400 ml), and suspended and stirred at 5° C. The crystal was dissolved by using sodium hydrogencarbonate (71.2 g). Thiourea (70.5 g) was added, and reaction was performed for 60 minutes at 30° C. while keeping the pH at 5.5 by using aqueous ammonia. After the pH was adjusted to 2 by using dilute hydrochloric acid, the mixture was cooled to 5° C. and stirred for 30 minutes. The precipitated crystal was filtered ... The reactants are 4-methyl-3-(3-oxobutyl)-maleic acid anhydride, C(C1=CC=CC=C1)(=O)[O-].[NH2+]1CCCCC1 (piperidinium benzoate), C1=CC=CC=C1 (benzene), O (water). Yields the product 3-methyl-6-(piperidin)-1-yl, O1C(CC2=C1C=CC=C2)=O (benzofuran-2(3H)-one). Reaction SMILES: [C:1]([O-:9])(=[O:8])[C:2]1C=CC=CC=1.[NH2+]1CCCCC1.O.[CH:17]1[CH:22]=[CH:21][CH:20]=[CH:19][CH:18]=1>>[O:9]1[C:18]2[CH:19]=[CH:20][CH:21]=[CH:22][C:17]=2[CH2:2][C:1]1=[O:8] |f:0.1|. Procedure details: A mixture of 9.1 g (0.05 mole) of 4-methyl-3-(3-oxobutyl)-maleic acid anhydride and 11 g (0.053 mole) of piperidinium benzoate in 200 ml of benzene is heated under reflux for 48 hours using a water separator. The benzene is removed in vacuo and the residue that remains is partitioned between methylene chloride and saturated sodium bicarbonate solution. The crude product remaining after drying and after removal of the methylene chloride is chromatographed over silica gel with petroleum ether/ethe... Reactants: ClCl (chlorine), BrC1=C(C=C(C=C1)N1NC(=C(C1=O)CC=C)C(F)(F)F)Cl (1-(4-bromo-3-chlorophenyl)-3-trifluoromethyl-4-allyl-5-pyrazolone). The solvent is C(Cl)(Cl)(Cl)Cl (carbon tetrachloride), C(Cl)(Cl)(Cl)Cl (carbon tetrachloride). Reaction conditions: temperature 0 celsius, time 15 hour. Yields the product BrC1=C(C=C(C=C1)N1N=C(C(C1=O)(Cl)CC=C)C(F)(F)F)Cl (1-(4-bromo-3-chlorophenyl)-3-trifluoromethyl-4-allyl-4-chloro-5-pyrazolone). As a reaction SMILES: [Br:1][C:2]1[CH:7]=[CH:6][C:5]([N:8]2[C:12](=[O:13])[C:11]([CH2:14][CH:15]=[CH2:16])=[C:10]([C:17]([F:20])([F:19])[F:18])[NH:9]2)=[CH:4][C:3]=1[Cl:21].[Cl:22]Cl>C(Cl)(Cl)(Cl)Cl>[Br:1][C:2]1[CH:7]=[CH:6][C:5]([N:8]2[C:12](=[O:13])[C:11]([CH2:14][CH:15]=[CH2:16])([Cl:22])[C:10]([C:17]([F:18])([F:19])[F:20])=[N:9]2)=[CH:4][C:3]=1[Cl:21]. Reported procedure: A mixture of 4.06 g of the product of Step A and 150 ml of carbon tetrachloride was cooled to 0° C. and 17.2 ml of chlorine in solution in carbon tetrachloride (1.55 mole per liter) were added. When the reaction was complete, the product was washed with a saturated solution of sodium bicarbonate, with water, dried, treated with active charcoal and stirred for 15 hours, filtered and concentrated to obtain 51 g of 1-(4-bromo-3-chlorophenyl)-3-trifluoromethyl-4-allyl-4-chloro-5-pyrazolone. Starting materials: CrO3, [Si](C)(C)(C(C)(C)C)OCC=1N=C(SC1C(=O)N1CCOCC1)Cl (4-{[4-({[tert-butyl(dimethyl)silyl]oxy}methyl)-2-chloro-1,3-thiazol-5-yl]carbonyl}morpholine), [Si](C)(C)(C(C)(C)C)OCC=1N=C(SC1C(=O)N1CCOCC1)Cl (4-{[4-({[tert-butyl(dimethyl)silyl]oxy}methyl)-2-chloro-1,3-thiazol-5-yl]carbonyl}morpholine), O.OS(=O)(=O)O (water H2SO4). The reagents and catalysts are C(C)(C)O (isopropanol). Solvent: O (water), CC(=O)C (acetone). Yields the product ClC=1SC(=C(N1)C(=O)O)C(=O)N1CCOCC1 (2-chloro-5-(morpholin-4-ylcarbonyl)-1,3-thiazole-4-carboxylic acid). As a reaction SMILES: [Si]([O:8][CH2:9][C:10]1[N:11]=[C:12]([Cl:23])[S:13][C:14]=1[C:15]([N:17]1[CH2:22][CH2:21][O:20][CH2:19][CH2:18]1)=[O:16])(C(C)(C)C)(C)C.O.[OH:25]S(O)(=O)=O>CC(C)=O.C(O)(C)C.O>[Cl:23][C:12]1[S:13][C:14]([C:15]([N:17]2[CH2:22][CH2:21][O:20][CH2:19][CH2:18]2)=[O:16])=[C:10]([C:9]([OH:8])=[O:25])[N:11]=1 |f:1.2|. Reported procedure: A solution of 173 mg (1.7 mmol) CrO3 in 1 ml of 4:1 water/H2SO4 was added to as solution of 310 mg (0.82 mmol) of 4-{[4-({[tert-butyl(dimethyl)silyl]oxy}methyl)-2-chloro-1,3-thiazol-5-yl]carbonyl}morpholine (Intermediate 216) in 3 ml acetone cooled in an ice water bath. The mixture was stirred with warming room temperature over 90 min. A few drops of isopropanol were added, and the mixture was diluted with water and extracted 2 times with EtOAc. The EtOAc extracts were washed with brine, dried (...